Dataset: the Open Reaction Database (ORD), a public repository of structured organic reaction records. Task: describe an organic reaction: reactants, conditions, products, and yield Starting materials: CCCC[N+](CCCC)(CCCC)CCCC, CC(C)(C)OC(=O)N1C(C=O)COC1(C)C, [F-], CC(=O)Oc1cccc(CC[N+](=O)[O-])c1, C1CCOC1, O. The product is CC(=O)Oc1cccc(CC(C(O)C2COC(C)(C)N2C(=O)OC(C)(C)C)[N+](=O)[O-])c1. RXN SMILES: [CH3:33][CH2:34][CH2:35][CH2:36][N+:37]([CH2:38][CH2:39][CH2:40][CH3:41])([CH2:42][CH2:43][CH2:44][CH3:45])[CH2:46][CH2:47][CH2:48][CH3:49].[CH:16](=[O:17])[CH:18]1[N:19]([C:25](=[O:26])[O:27][C:28]([CH3:29])([CH3:30])[CH3:31])[C:20]([CH3:23])([CH3:24])[O:21][CH2:22]1.[F-:32].[N+:1](=[O:2])([O-:3])[CH2:4][CH2:5][c:6]1[cH:7][c:8]([O:12][C:13]([CH3:14])=[O:15])[cH:9][cH:10][cH:11]1.[O:51]1[CH2:52][CH2:53][CH2:54][CH2:55]1.[OH2:50]>>[N+:1](=[O:2])([O-:3])[CH:4]([CH2:5][c:6]1[cH:7][c:8]([O:12][C:13]([CH3:14])=[O:15])[cH:9][cH:10][cH:11]1)[CH:16]([OH:17])[CH:18]1[N:19]([C:25](=[O:26])[O:27][C:28]([CH3:29])([CH3:30])[CH3:31])[C:20]([CH3:23])([CH3:24])[O:21][CH2:22]1. Reactants: CC1=CC=C(C=C1)S(=O)(=O)OC[C@H]1COC2=C(O1)C(=C(C=C2)N)CC=C ((2R)-[8-allyl-7-amino-2,3-dihydro-1,4-benzodioxin-2-yl]methyl 4-methylbenzene-sulfonate), Bis-acetonitrile, C1(C=CC(C=C1)=O)=O (1,4-benzoquinone), [Cl-].[Li+] (lithium chloride). The solvent is O1CCCC1 (tetrahydrofuran), O1CCCC1 (tetrahydrofuran), C(C)(=O)OCC (ethyl acetate). Reaction conditions: time 5 minute. Yields the product CC1=CC=C(C=C1)S(=O)(=O)OCC1COC=2C(=C3C=C(NC3=CC2)C)O1 ([8-Methyl-2,3-dihydro-7H-[1,4]dioxino[2,3-e]indol-2-yl]methyl 4-Methylbenzenesulfonate). Reaction SMILES: C1(=O)C=CC(=O)C=C1.[Cl-].[Li+].[CH3:11][C:12]1[CH:17]=[CH:16][C:15]([S:18]([O:21][CH2:22][C@@H:23]2[O:28][C:27]3[C:29]([CH2:34][CH:35]=[CH2:36])=[C:30]([NH2:33])[CH:31]=[CH:32][C:26]=3[O:25][CH2:24]2)(=[O:20])=[O:19])=[CH:14][CH:13]=1>O1CCCC1.C(OCC)(=O)C>[CH3:11][C:12]1[CH:17]=[CH:16][C:15]([S:18]([O:21][CH2:22][CH:23]2[O:28][C:27]3=[C:29]4[C:30](=[CH:31][CH:32]=[C:26]3[O:25][CH2:24]2)[NH:33][C:35]([CH3:36])=[CH:34]4)(=[O:20])=[O:19])=[CH:14][CH:13]=1 |f:1.2|. Reported procedure: Bis-acetonitrile (II) chloride (0.153 g, 0.60 mmole), 1,4-benzoquinone (0.64 g, 6.0 mmole) and lithium chloride (2.5 g, 60 mmole) were combined in 85 mL of tetrahydrofuran and the mixture stirred under argon for 5 minutes. A solution of (2R)-[8-allyl-7-amino-2,3-dihydro-1,4-benzodioxin-2-yl]methyl 4-methylbenzene-sulfonate (2.2 g, 5.9 mmole) in 25 mL of tetrahydrofuran was added and the mixture stirred for 48 hours at room temperature. The mixture was then diluted with 300 mL of ethyl acetate an...